This data is from the Open Reaction Database (ORD), a public repository of structured organic reaction records. The task is: describe an organic reaction: reactants, conditions, products, and yield The reactants are CC(=O)O, C1CCNC1, ClCCl, [Na+], O=C([O-])O, O=Cc1ccc(O)cc1. Product: Oc1ccc(CN2CCCC2)cc1. RXN SMILES: [C:15]([OH:16])(=[O:17])[CH3:18].[CH2:10]1[CH2:11][CH2:12][NH:13][CH2:14]1.[Cl:24][CH2:25][Cl:26].[Na+:23].[O-:19][C:20]([OH:21])=[O:22].[OH:1][c:2]1[cH:3][cH:4][c:5]([CH:6]=[O:7])[cH:8][cH:9]1>>[OH:1][c:2]1[cH:3][cH:4][c:5]([CH2:6][N:13]2[CH2:12][CH2:11][CH2:10][CH2:14]2)[cH:8][cH:9]1. Starting materials: C1(=CC=CC=C1)C(CN1C(C2=CC=CC=C2C1=O)=O)CN1CCCC1 (2-(2-phenyl-3-pyrrolidin-1-yl propyl)isoindole-1,3-dione), O.NN (hydrazine monohydrate). Solvent: C(C)O (ethanol). The product is C1(=CC=CC=C1)C(CN)CN1CCCC1 (2-phenyl-3-pyrrolidin-1-yl propylamine). RXN SMILES: [C:1]1([CH:7]([CH2:20][N:21]2CCCC2)[CH2:8][N:9]2[C:17](=O)[C:16]3[C:11](=CC=CC=3)[C:10]2=O)[CH:6]=[CH:5][CH:4]=[CH:3][CH:2]=1.O.NN>C(O)C>[C:1]1([CH:7]([CH2:8][N:9]2[CH2:17][CH2:16][CH2:11][CH2:10]2)[CH2:20][NH2:21])[CH:2]=[CH:3][CH:4]=[CH:5][CH:6]=1 |f:1.2|. Reported procedure: A solution of 2-(2-phenyl-3-pyrrolidin-1-yl propyl)isoindole-1,3-dione (3 mmol) and hydrazine monohydrate (6 mmol) in ethanol (10 mL) is refluxed for 3.5 h. The reaction mixture is cooled and filtered through celite. The filtrate is concentrated in vacuo to give the title compound, which is directly used for the next reaction without further purification. Starting materials: [Si](C)(C)(C(C)(C)C)OC[C@H]1N(CC=C(C1)C=1N=C(SC1)S)C(=O)OCC=C (allyl (2S)-2-({[tert-butyl(dimethyl)silyl]oxy}methyl)-4-(2-mercapto-1,3-thiazol-4-yl)-3,6-dihydro-1(2 H)-pyridinecarboxylate), C1CCOC1 (THF), O.C1(=CC=C(C=C1)S(=O)(=O)O)C (p-toluenesulfonic acid monohydrate). Solvent: C(C)O (ethanol). The product is OC[C@H]1N(CC=C(C1)C=1N=C(SC1)S)C(=O)OCC=C (allyl (2S)-2-(hydroxymethyl)-4-(2-mercapto-1,3-thiazol-4-yl)-3,6-dihydro-1(2 H)-pyridinecarboxylate). Yield: 53.7%. Reaction SMILES: [Si]([O:8][CH2:9][C@@H:10]1[CH2:15][C:14]([C:16]2[N:17]=[C:18]([SH:21])[S:19][CH:20]=2)=[CH:13][CH2:12][N:11]1[C:22]([O:24][CH2:25][CH:26]=[CH2:27])=[O:23])(C(C)(C)C)(C)C.C1COCC1.O.C1(C)C=CC(S(O)(=O)=O)=CC=1>C(O)C>[OH:8][CH2:9][C@@H:10]1[CH2:15][C:14]([C:16]2[N:17]=[C:18]([SH:21])[S:19][CH:20]=2)=[CH:13][CH2:12][N:11]1[C:22]([O:24][CH2:25][CH:26]=[CH2:27])=[O:23] |f:2.3|. Procedure details: To a solution of allyl (2S)-2-({[tert-butyl(dimethyl)silyl]oxy}methyl)-4-(2-mercapto-1,3-thiazol-4-yl)-3,6-dihydro-1(2 H)-pyridinecarboxylate (539 mg, 1.30 mmol) in ethanol(40 ml)/THF(3 ml) was added p-toluenesulfonic acid monohydrate (50 ml). Four hours later the solvent was removed in vacuo. The residue was made alkaline by adding an aqueous 1N NaOH solution. To the mixture were added ethyl acetate and hexane, and the mixture was separated with a separating funnel. To the aqueous layer was add... Starting materials: COC(C1=C(C(=CC(=C1)OC)[N+](=O)[O-])N)=O (2-amino-5-methoxy-3-nitro-benzoic acid methyl ester), [H][H] (hydrogen). Reagents/catalysts: [Pd] (Pd/C). Run in CO (methanol). Yields the product COC(C1=C(C(=CC(=C1)OC)N)N)=O (2,3-Diamino-5-methoxy-benzoic acid methyl ester). As a reaction SMILES: [CH3:1][O:2][C:3](=[O:16])[C:4]1[CH:9]=[C:8]([O:10][CH3:11])[CH:7]=[C:6]([N+:12]([O-])=O)[C:5]=1[NH2:15].[H][H]>CO.[Pd]>[CH3:1][O:2][C:3](=[O:16])[C:4]1[CH:9]=[C:8]([O:10][CH3:11])[CH:7]=[C:6]([NH2:12])[C:5]=1[NH2:15]. Procedure: A slurry of 2-amino-5-methoxy-3-nitro-benzoic acid methyl ester (1 g, 4.4 mmol) and 10% Pd/C (0.2 g, 20%) in methanol was hydrogenated with a hydrogen balloon for 6 h. After the reaction was completed, the mixture was filtered through a celite bed and the filtrates were evaporated to dryness. The obtained residue was purified over silica gel column using (30% ethyl acetate/hexane) as eluent to obtain the title compound as off white solid. Reaction SMILES: [CH3:1][N:2]([C:3](=[O:4])[NH:5][c:6]1[c:7]([C:14]#[N:15])[c:8]([S:11][CH2:12][CH3:13])[n:9][s:10]1)[CH3:16].[S:17]([OH:18])(=[O:19])(=[O:20])[OH:21]>>[CH3:1][N:2]([C:3](=[O:4])[NH:5][c:6]1[c:7]([C:14]([NH2:15])=[O:18])[c:8]([S:11][CH2:12][CH3:13])[n:9][s:10]1)[CH3:16]. Yields the product CCSc1nsc(NC(=O)N(C)C)c1C(N)=O. Reactants: CCSc1nsc(NC(=O)N(C)C)c1C#N, O=S(=O)(O)O. Starting materials: C(Cl)Cl (methylene chloride), C([O-])([O-])=O.[Cs+].[Cs+] (Cesium carbonate), FC(CI)(F)F (2,2,2-trifluoroethyl iodide), FC(CI)(F)F (trifluoroethyl iodide), ClC1=CC=CC=2C(=NCC(NC21)=O)C2=CC=CC=C2 (9-chloro-2-oxo-5-phenyl-2,3-dihydro-1H-1,4-benzodiazepine). Solvent: [Cl-].[Na+].O (brine), CN(C=O)C (dimethylformamide). Conditions: temperature 50 celsius. Product: ClC1=CC=CC=2C(=NCC(N(C21)CC(F)(F)F)=O)C2=CC=CC=C2 (9-Chloro-2-oxo-5-phenyl-1-(2,2,2-trifluoroethyl)-2,3-dihydro-1H-1,4-benzodiazepine). Yield: 39.5%. Reaction SMILES: C(=O)([O-])[O-].[Cs+].[Cs+].[F:7][C:8]([F:12])([F:11])[CH2:9]I.[Cl:13][C:14]1[C:24]2[NH:23][C:22](=[O:25])[CH2:21][N:20]=[C:19]([C:26]3[CH:31]=[CH:30][CH:29]=[CH:28][CH:27]=3)[C:18]=2[CH:17]=[CH:16][CH:15]=1.C(Cl)Cl>CN(C)C=O.[Cl-].[Na+].O>[Cl:13][C:14]1[C:24]2[N:23]([CH2:9][C:8]([F:12])([F:11])[F:7])[C:22](=[O:25])[CH2:21][N:20]=[C:19]([C:26]3[CH:27]=[CH:28][CH:29]=[CH:30][CH:31]=3)[C:18]=2[CH:17]=[CH:16][CH:15]=1 |f:0.1.2,7.8.9|. Procedure: Cesium carbonate (1.01 g, 3.08 mmol) was added to a solution of 2,2,2, -trifluoroethyl iodide (0.991 mL, 10.3 mmol) and 9-chloro-2-oxo-5-phenyl-2,3-dihydro-1H-1,4-benzodiazepine (0.557 g, 2.06 mmol) in dimethylformamide. The reaction was heated at 50° C. for 96 h, adding more 2,2,2-trifluoroethyl iodide as needed. The reaction was worked up with methylene chloride and saturated brine. The residue was purified by chromatography (silica gel, 0–30% ethyl acetate in hexane gradient elution), giving ... The reactants are O (water), crude product, BrC1=NNC=C1 (3-bromo-1H-pyrazole), ClC1=NC=CC=C1Cl (2,3-dichloropyridine), C([O-])([O-])=O.[Cs+].[Cs+] (caesium carbonate). Run in CN(C)C=O (DMF). Run at temperature 100 celsius, time 8 hour. The product is BrC1=NN(C=C1)C1=NC=CC=C1Cl (2-(3-bromo-pyrazol-1-yl)-3-chloro-pyridine). The yield is 68.5%. RXN SMILES: [Br:1][C:2]1[CH:6]=[CH:5][NH:4][N:3]=1.Cl[C:8]1[C:13]([Cl:14])=[CH:12][CH:11]=[CH:10][N:9]=1.C(=O)([O-])[O-].[Cs+].[Cs+].O>CN(C=O)C>[Br:1][C:2]1[CH:6]=[CH:5][N:4]([C:8]2[C:13]([Cl:14])=[CH:12][CH:11]=[CH:10][N:9]=2)[N:3]=1 |f:2.3.4|. Procedure: The crude product of 3-bromo-1H-pyrazole (10.7 g) was dissolved in DMF (80 mL), 2,3-dichloropyridine (11.8 g) and caesium carbonate (57.3 g) were added and the mixture was stirred for 8 h at 100° C. After addition of water, the mixture was extracted 2× with MTB-ether, the combined org. layers were washed 2× with water, brine, dried over MgSO4 and concentrated in vacuum. The residue was purified by column chromatography (silica gel 60, hexane/ethyl acetate=5:1, Rf=0.20) to afford 12.9 g of the ti... The reactants are C(C)(C)(C)OC(=O)NCC1=NC(=NO1)C1=CC=C(S1)CN1CCCCCC1 (1-[5-(5-t-butoxycarbonylaminomethyl-1,2,4-oxadiazol-3-yl)-2-thenyl]hexahydro-1H-azepine), Cl.O1CCOCC1 (hydrochloric acid 1,4-dioxane). Reaction conditions: time 30 minute. Yields the product Cl.Cl.NCC1=NC(=NO1)C1=CC=C(S1)CN1CCCCCC1 (1-[5-(5-Aminomethyl-1,2,4-oxadiazol-3-yl)-2-thenyl]hexahydro-1H-azepine dihydrochloride). As a reaction SMILES: C(OC([NH:8][CH2:9][C:10]1[O:14][N:13]=[C:12]([C:15]2[S:19][C:18]([CH2:20][N:21]3[CH2:27][CH2:26][CH2:25][CH2:24][CH2:23][CH2:22]3)=[CH:17][CH:16]=2)[N:11]=1)=O)(C)(C)C.[ClH:28].O1CCOCC1>>[ClH:28].[ClH:28].[NH2:8][CH2:9][C:10]1[O:14][N:13]=[C:12]([C:15]2[S:19][C:18]([CH2:20][N:21]3[CH2:27][CH2:26][CH2:25][CH2:24][CH2:23][CH2:22]3)=[CH:17][CH:16]=2)[N:11]=1 |f:1.2,3.4.5|. Procedure: 1.1 g of 1-[5-(5-t-butoxycarbonylaminomethyl-1,2,4-oxadiazol-3-yl)-2-thenyl]hexahydro-1H-azepine was dissolved in 30 ml of 4 N hydrochloric acid-1,4-dioxane solution, and the solution was stirred at room temperature for 30 minutes. The reaction solution was concentrated under a reduced pressure, and the resulting residue was recrystallized from ethyl acetate to give 966 mg of the title compound.